Dataset: the Open Reaction Database (ORD), a public repository of structured organic reaction records. Task: describe an organic reaction: reactants, conditions, products, and yield Reactants: C(C)(C)C=1C(NC(NC1OC1=CC(=CC(=C1)C)C)=O)=O (5-Isopropyl-6-(3,5-dimethylphenoxy)-2,4-pyrimidinedione), N1=C(C=CC=C1)CCl (2-picolyl chloride). Product: N1=C(C=CC=C1)CN1C(NC(C(=C1OC1=CC(=CC(=C1)C)C)C(C)C)=O)=O (1-(Pyridin-2-ylmethyl)-5-isopropyl-6-(3,5-dimethylphenoxy)-2,4-pyrimidinedione). Yield: 37.2%. Reaction SMILES: [CH:1]([C:4]1[C:5](=[O:20])[NH:6][C:7](=[O:19])[NH:8][C:9]=1[O:10][C:11]1[CH:16]=[C:15]([CH3:17])[CH:14]=[C:13]([CH3:18])[CH:12]=1)([CH3:3])[CH3:2].[N:21]1[CH:26]=[CH:25][CH:24]=[CH:23][C:22]=1[CH2:27]Cl>>[N:21]1[CH:26]=[CH:25][CH:24]=[CH:23][C:22]=1[CH2:27][N:8]1[C:9]([O:10][C:11]2[CH:12]=[C:13]([CH3:18])[CH:14]=[C:15]([CH3:17])[CH:16]=2)=[C:4]([CH:1]([CH3:3])[CH3:2])[C:5](=[O:20])[NH:6][C:7]1=[O:19]. Procedure: 5-Isopropyl-6-(3,5-dimethylphenoxy)-2,4-pyrimidinedione and 2-picolyl chloride were reacted by the same way with the example 1 to obtain the titled compound (136 mg, yield: 37.2%).